Dataset: the Open Reaction Database (ORD), a public repository of structured organic reaction records. Task: describe an organic reaction: reactants, conditions, products, and yield Starting materials: [Al+3], O=CNCCc1cccc(OCc2ccccc2)c1, [H-], [H-], [H-], [H-], [Li+], [Na+], C1CCOC1, [OH-], O. The product is CNCCc1cccc(OCc2ccccc2)c1. RXN SMILES: [Al+3:3].[CH2:7]([c:8]1[cH:9][cH:10][cH:11][cH:12][cH:13]1)[O:14][c:15]1[cH:16][c:17]([CH2:21][CH2:22][NH:23][CH:24]=[O:25])[cH:18][cH:19][cH:20]1.[H-:1].[H-:4].[H-:5].[H-:6].[Li+:2].[Na+:28].[O:29]1[CH2:30][CH2:31][CH2:32][CH2:33]1.[OH-:27].[OH2:26]>>[CH2:7]([c:8]1[cH:9][cH:10][cH:11][cH:12][cH:13]1)[O:14][c:15]1[cH:16][c:17]([CH2:21][CH2:22][NH:23][CH3:24])[cH:18][cH:19][cH:20]1.